describe an organic reaction: reactants, conditions, products, and yield From a dataset of the Open Reaction Database (ORD), a public repository of structured organic reaction records. Product: CCC(CC(O)(C=Nc1ccc(F)c2[nH]c(=O)ccc12)C(F)(F)F)c1ccc(F)c(Cl)c1OC. Reactants: CC(C)(C)[O-], CC(C)(C)[O-], CC(C)(C)[O-], CC(C)(C)[O-], CCC(CC(O)(C=O)C(F)(F)F)c1ccc(F)c(Cl)c1OC, Nc1ccc(F)c2[nH]c(=O)ccc12, [Ti+4]. As a reaction SMILES: [CH3:36][C:37]([CH3:38])([O-:39])[CH3:40].[CH3:42][C:43]([CH3:44])([O-:45])[CH3:46].[CH3:47][C:48]([CH3:49])([O-:50])[CH3:51].[CH3:52][C:53]([CH3:54])([O-:55])[CH3:56].[Cl:1][c:2]1[c:3]([O:21][CH3:22])[c:4]([CH:9]([CH2:10][C:11]([CH:12]=[O:13])([C:14]([F:15])([F:16])[F:17])[OH:18])[CH2:19][CH3:20])[cH:5][cH:6][c:7]1[F:8].[NH2:23][c:24]1[c:25]2[cH:26][cH:27][c:28](=[O:35])[nH:29][c:30]2[c:31]([F:34])[cH:32][cH:33]1.[Ti+4:41]>>[Cl:1][c:2]1[c:3]([O:21][CH3:22])[c:4]([CH:9]([CH2:10][C:11]([CH:12]=[N:23][c:24]2[c:25]3[cH:26][cH:27][c:28](=[O:35])[nH:29][c:30]3[c:31]([F:34])[cH:32][cH:33]2)([C:14]([F:15])([F:16])[F:17])[OH:18])[CH2:19][CH3:20])[cH:5][cH:6][c:7]1[F:8]. Starting materials: N1N=NC2=C1C=CC=C2 (benztriazole), N#CN (cyanamide), O.C1(=CC=C(C=C1)S(=O)(=O)O)C (p-toluene sulfonic acid hydrate). Solvent: O1CCOCC1 (dioxane), CCOCC (ether). Yields the product C1(=CC=C(C=C1)S(=O)(=O)O)C.C(N)(=N)N1N=NC2=C1C=CC=C2 (1-Carbamimidoyl-1,2,3-benztriazole p-toluenesulfonate). As a reaction SMILES: [NH:1]1[C:5]2[CH:6]=[CH:7][CH:8]=[CH:9][C:4]=2[N:3]=[N:2]1.[N:10]#[C:11][NH2:12].O.[C:14]1([CH3:24])[CH:19]=[CH:18][C:17]([S:20]([OH:23])(=[O:22])=[O:21])=[CH:16][CH:15]=1>O1CCOCC1.CCOCC>[C:14]1([CH3:24])[CH:15]=[CH:16][C:17]([S:20]([OH:23])(=[O:21])=[O:22])=[CH:18][CH:19]=1.[C:11]([N:1]1[C:5]2[CH:6]=[CH:7][CH:8]=[CH:9][C:4]=2[N:3]=[N:2]1)(=[NH:10])[NH2:12] |f:2.3,6.7|. Reported procedure: A mixture of benztriazole (11.9 g, 100 mmol), cyanamide (4.2 g, 100 mmol), and p-toluene sulfonic acid hydrate (19.2 g, 100 mmol) in dioxane was refluxed for 24 hours. The reaction mixture was allowed to cool to room temperature and was diluted with ether, stirred vigorously, then filtered. The filter cake was washed with ether and recrystallized from ethanol to give the desired product as a white solid. Reactants: C(CO)(=O)[O-] (glycolate), ClC=1C=C(C=C(C1)Cl)NC(=O)OCC(=O)[O-] (N-(3,5-dichlorophenyl)-carbamyloxyacetate), ClC=1C=C(C=C(C1)Cl)NC(=O)OCC(=O)[O-] (N-(3,5-dichlorophenyl)-carbamyloxyacetate), ClC=1C=C(C=C(C1)Cl)N(C(=O)[O-])C(=O)NC1=CC(=CC(=C1)Cl)Cl (N,N'-bis-(3,5-dichlorophenyl)-allophanate), ClC=1C=C(C=C(C1)Cl)N(C(=O)[O-])C(=O)NC1=CC(=CC(=C1)Cl)Cl (N,N'-bis-(3,5-dichlorophenyl)-allophanate). Product: ClC=1C=C(C=C(C1)Cl)N1C(OCC1=O)=O (N-(3,5-dichlorophenyl)-oxazolidine-2,4-dione). Yield: 90.0%. As a reaction SMILES: C([O-])(=O)CO.[Cl:6][C:7]1[CH:8]=[C:9]([NH:14][C:15]([O:17][CH2:18][C:19]([O-:21])=O)=[O:16])[CH:10]=[C:11]([Cl:13])[CH:12]=1.ClC1C=C(N(C(NC2C=C(Cl)C=C(Cl)C=2)=O)C([O-])=O)C=C(Cl)C=1>>[Cl:6][C:7]1[CH:8]=[C:9]([N:14]2[C:19](=[O:21])[CH2:18][O:17][C:15]2=[O:16])[CH:10]=[C:11]([Cl:13])[CH:12]=1. Procedure details: The conventional reaction of equimolar amounts of 3,5-DCI and a glycolate gives a mixture of 85-90% of an N-(3,5-dichlorophenyl)-carbamyloxyacetate (I) and 10-15% of an N,N'-bis-(3,5-dichlorophenyl)-allophanate (II), the percentages being based on 3,5-DCI employed. Both the N-(3,5-dichlorophenyl)-carbamyloxyacetate and the N,N'-bis-(3,5-dichlorophenyl)-allophanate undergo cyclization in the presence of a basic catalyst to give an N-(3,5-dichlorophenyl)-oxazolidine-2,4-dione (III), this product b... The reactants are COC1=CC=C(C=C1)C=1OC2=C(C1)C=CC=C2 (2-p-methoxyphenylbenzofuran), stannic chloride, C1(=CC=C(C=C1)C(=O)Cl)C (p-toluic acid chloride), C(Cl)Cl (methylene chloride). The solvent is O (water). Reaction conditions: time 1.5 hour. The product is COC1=CC=C(C=C1)C=1OC2=C(C1C(C1=CC=C(C=C1)C)=O)C=CC=C2 (2-p-methoxyphenyl-3-p-methylbenzoylbenzofuran). As a reaction SMILES: [CH3:1][O:2][C:3]1[CH:8]=[CH:7][C:6]([C:9]2[O:10][C:11]3[CH:17]=[CH:16][CH:15]=[CH:14][C:12]=3[CH:13]=2)=[CH:5][CH:4]=1.[C:18]1([CH3:27])[CH:23]=[CH:22][C:21]([C:24](Cl)=[O:25])=[CH:20][CH:19]=1.C(Cl)Cl>O>[CH3:1][O:2][C:3]1[CH:8]=[CH:7][C:6]([C:9]2[O:10][C:11]3[CH:17]=[CH:16][CH:15]=[CH:14][C:12]=3[C:13]=2[C:24](=[O:25])[C:21]2[CH:22]=[CH:23][C:18]([CH3:27])=[CH:19][CH:20]=2)=[CH:5][CH:4]=1. Procedure: To a cooled (0°) mixture of 4.07 g. (0.018 mol.) of 2-p-methoxyphenylbenzofuran and 4.17 g. (0.027 mol.) of p-toluic acid chloride in 100 ml. of methylene chloride was added dropwise 11.25 g. (0.043 mol.) of stannic chloride. The reaction mixture was stirred for 1.5 hours at 0°, then for 0.5 hour at 25 °. The mixture was poured into water and stirred vigorously, the layers were separated and the organic phase was washed with saturated aqueous sodium bicarbonate, dried (MgSO4) and concentrated to... Starting materials: BrC1=CC(=C(C=C1C)O)C(C)(C)C (4-bromo-2-t-butyl-5-methylphenol), O (H2O), [H-].[Na+] (NaH), COCCOCCl (2-methoxyethoxymethyl chloride). The solvent is C1CCOC1 (THF), CCOC(=O)C (EtOAc). Reaction conditions: time 1 hour. Product: BrC1=C(C=C(C(=C1)C(C)(C)C)OCOCCOC)C (1-Bromo-5-tert-butyl-4-(2-methoxy-ethoxymethoxy)-2-methyl-benzene). As a reaction SMILES: [Br:1][C:2]1[C:7]([CH3:8])=[CH:6][C:5]([OH:9])=[C:4]([C:10]([CH3:13])([CH3:12])[CH3:11])[CH:3]=1.[H-].[Na+].[CH3:16][O:17][CH2:18][CH2:19][O:20][CH2:21]Cl.O>C1COCC1.CCOC(C)=O>[Br:1][C:2]1[CH:3]=[C:4]([C:10]([CH3:13])([CH3:12])[CH3:11])[C:5]([O:9][CH2:16][O:17][CH2:18][CH2:19][O:20][CH3:21])=[CH:6][C:7]=1[CH3:8] |f:1.2|. Procedure: A solution of 4-bromo-2-t-butyl-5-methylphenol from Example YY (32.8 g, 135 mmol) in THF (150 mL) was treated portionwise with NaH (6.5 g of a 60% dispersion in oil, 162 mmol), and the mixture was stirred at room temperature for 1 hour. To the suspension was added 2-methoxyethoxymethyl chloride (18 mL, 158 mmol) all at once, and the resulting mixture was stirred at room temperature overnight. H2O (200 mL) was added slowly, followed by EtOAc (200 mL). The organic layer was separated, washed with ... Starting materials: C(C1=CC=CC=C1)OC1=C(C=C(C(=O)O)C=C1C)CC (4-benzyloxy-3-ethyl-5-methylbenzoic acid), S(=O)(Cl)Cl (thionylchloride), O.NN (hydrazine hydrate). Run in C(Cl)(Cl)Cl (chloroform), C1CCOC1 (THF), C(C)OCC (diethyl ether). Reaction conditions: time 2 hour. The product is C(C1=CC=CC=C1)OC1=C(C=C(C(=O)NN)C=C1C)CC (4-benzyloxy-3-ethyl-5-methyl-benzoic acid hydrazide). The yield is 23.7%. As a reaction SMILES: [CH2:1]([O:8][C:9]1[C:17]([CH3:18])=[CH:16][C:12]([C:13](O)=[O:14])=[CH:11][C:10]=1[CH2:19][CH3:20])[C:2]1[CH:7]=[CH:6][CH:5]=[CH:4][CH:3]=1.S(Cl)(Cl)=O.O.[NH2:26][NH2:27]>C(Cl)(Cl)Cl.C1COCC1.C(OCC)C>[CH2:1]([O:8][C:9]1[C:17]([CH3:18])=[CH:16][C:12]([C:13]([NH:26][NH2:27])=[O:14])=[CH:11][C:10]=1[CH2:19][CH3:20])[C:2]1[CH:7]=[CH:6][CH:5]=[CH:4][CH:3]=1 |f:2.3|. Procedure details: To a solution of 4-benzyloxy-3-ethyl-5-methylbenzoic acid (4.38 g, 17.2 mmol) in chloroform (60 mL), thionylchloride (5 mL, 68.9 mmol) is added. The mixture is refluxed for 2.5 h before the solvent is evaporated in vacuo. The remaining red oil is dissolved in THF (150 mL) and then added dropwise to a solution of hydrazine hydrate (3.46 g, 69.3 mmol) in THF (80 mL). The mixture is stirred 2 h at rt, diluted with diethyl ether, washed with 1 N aq. HCl, dried over MgSO4, filtered, concentrated and ... Starting materials: BrC1=NC=CC=C1 (2-bromopyridine), C(CCC)[Li] (n-butyl lithium), CCCCCC (hexane), C1CCOC1 (THF), C(C1=CC=CC=C1)N1C(CCCC1)=O (1-benzylpiperidone). Conditions: time 25 minute. Product: C(C1=CC=CC=C1)N1CCC(CC1)(C1=NC=CC=C1)O (N-Benzyl-4-hydroxy-4-(2-pyridyl)piperidine). The yield is 66.4%. Reaction SMILES: Br[C:2]1[CH:7]=[CH:6][CH:5]=[CH:4][N:3]=1.C([Li])CCC.CCCCCC.[CH2:19]([N:26]1[CH2:31][CH2:30][CH2:29][CH2:28][C:27]1=O)[C:20]1[CH:25]=[CH:24][CH:23]=[CH:22][CH:21]=1.C1C[O:36]CC1>>[CH2:19]([N:26]1[CH2:31][CH2:30][C:29]([OH:36])([C:2]2[CH:7]=[CH:6][CH:5]=[CH:4][N:3]=2)[CH2:28][CH2:27]1)[C:20]1[CH:25]=[CH:24][CH:23]=[CH:22][CH:21]=1. Procedure details: To a stirred solution of 2-bromopyridine (10 mmol) in THF (120 mL) at −78° C. under argon, 2.5 M n-butyl lithium solution in hexane (4.5 mL, 11.25 mmol) was injected over 5 min. After 25 min, 1-benzylpiperidone (10 mmol) was added neat. After 30 min, the mixture was quenched by addition of aqueous NH4Cl solution (50 mL). The mixture diluted with ethyl acetate (200 mL), washed with brine (150 mL), dried (Na2SO4). Solvent was evaporated and the residue was purified by column chromatography (silica... Starting materials: C(CCC)N(C)CC(=O)O[C@@H]1[C@@H]2[C@]3(C[C@@H]4[C@H](C[C@@H]3CC[C@H]2[C@@H]2CC[C@H](C(C)=O)[C@]2(C1)C)O4)C (11β-(N-butyl-N-methylaminoacetoxy)-2α,3α-epoxy-5α-pregnan-20-one), Br (hydrobromic acid). The solvent is C(Cl)(Cl)Cl (chloroform). Reaction conditions: time 1 hour. Yields the product Br[C@@H]1[C@H](C[C@@H]2CC[C@H]3[C@@H]4CC[C@H](C(C)=O)[C@]4(C[C@@H]([C@@H]3[C@]2(C1)C)OC(CN(C)CCCC)=O)C)O (2β-Bromo-11β-(N-butyl-N-methylaminoacetoxy)-3α-hydroxy-5α-pregnan-20-one). Reaction SMILES: [CH2:1]([N:5]([CH2:7][C:8]([O:10][C@H:11]1[CH2:30][C@@:29]2([CH3:31])[C@@H:22]([CH2:23][CH2:24][C@@H:25]2[C:26](=[O:28])[CH3:27])[C@H:21]2[C@H:12]1[C@:13]1([CH3:33])[C@@H:18]([CH2:19][CH2:20]2)[CH2:17][C@@H:16]2[O:32][C@@H:15]2[CH2:14]1)=[O:9])[CH3:6])[CH2:2][CH2:3][CH3:4].[BrH:34]>C(Cl)(Cl)Cl>[Br:34][C@H:15]1[CH2:14][C@@:13]2([CH3:33])[C@@H:18]([CH2:19][CH2:20][C@@H:21]3[C@@H:12]2[C@@H:11]([O:10][C:8](=[O:9])[CH2:7][N:5]([CH2:1][CH2:2][CH2:3][CH3:4])[CH3:6])[CH2:30][C@@:29]2([CH3:31])[C@H:22]3[CH2:23][CH2:24][C@@H:25]2[C:26](=[O:28])[CH3:27])[CH2:17][C@@H:16]1[OH:32]. Reported procedure: A mixture of 11β-(N-butyl-N-methylaminoacetoxy)-2α,3α-epoxy-5α-pregnan-20-one (1.6 g) and aqueous 47% hydrobromic acid (2 ml) in chloroform (100 ml) was stirred at room temperature for 1 hour. The solution was washed with dilute sodium bicarbonate solution and water, dried and evaporated in vacuo to give a foam. Crystallization from ethyl acetate-petroleum ether afforded title compound, m.p. 108°-110°, [α]D +95° (1.303 g). RXN SMILES: [Br-:12].[Br-:13].[Br-:14].[CH2:15]([N+:16]([CH2:17][CH2:18][CH2:19][CH3:20])([CH2:21][CH2:22][CH2:23][CH3:24])[CH2:25][CH2:26][CH2:27][CH3:28])[CH2:29][CH2:30][CH3:31].[CH2:32]([N+:33]([CH2:34][CH2:35][CH2:36][CH3:37])([CH2:38][CH2:39][CH2:40][CH3:41])[CH2:42][CH2:43][CH2:44][CH3:45])[CH2:46][CH2:47][CH3:48].[CH2:49]([N+:50]([CH2:51][CH2:52][CH2:53][CH3:54])([CH2:55][CH2:56][CH2:57][CH3:58])[CH2:59][CH2:60][CH2:61][CH3:62])[CH2:63][CH2:64][CH3:65].[CH:66]([Cl:67])([Cl:68])[Cl:69].[F:1][C:2]([c:3]1[c:4]([OH:9])[cH:5][cH:6][cH:7][cH:8]1)([F:10])[F:11]>>[F:1][C:2]([c:3]1[c:4]([OH:9])[cH:5][cH:6][c:7]([Br:12])[cH:8]1)([F:10])[F:11]. Reactants: [Br-], [Br-], [Br-], CCCC[N+](CCCC)(CCCC)CCCC, CCCC[N+](CCCC)(CCCC)CCCC, CCCC[N+](CCCC)(CCCC)CCCC, ClC(Cl)Cl, Oc1ccccc1C(F)(F)F. Product: Oc1ccc(Br)cc1C(F)(F)F. Starting materials: CN(C(=O)C1=NC=C(C=C1)Br)C (5-bromo-pyridine-2-carboxylic acid dimethylamide), BrC=1C=NC(=NC1)C(=O)O (5-bromopyrimidine-2-carboxylic acid). Product: CN(C(=O)C1=NC=C(C=N1)Br)C (5-Bromo-pyrimidine-2-carboxylic acid dimethylamide), oil. Isolated yield 26.0%. As a reaction SMILES: [CH3:1][N:2]([CH3:12])[C:3]([C:5]1C=[CH:9][C:8]([Br:11])=[CH:7][N:6]=1)=[O:4].BrC1C=[N:16]C(C(O)=O)=NC=1>>[CH3:12][N:2]([CH3:1])[C:3]([C:5]1[N:6]=[CH:7][C:8]([Br:11])=[CH:9][N:16]=1)=[O:4]. Reported procedure: The title compound was prepared in a similar manner as described for Intermediate 161a, from 5-bromopyrimidine-2-carboxylic acid (1.03 g, 5.074 mmol) to give a yellow oil (308 mg, 26% yield). 1H NMR (400 MHz, CDCl3) δ 8.50 (s, 2 H) 3.17 (s, 3 H) 3.00 (s, 3 H); LCMS for C7H8BrN3O m/z 230.00 and 232.00 (M+H+).